From a dataset of the Open Reaction Database (ORD), a public repository of structured organic reaction records. describe an organic reaction: reactants, conditions, products, and yield Starting materials: ClC1=CC=C(C=C1)C(C=O)=CNCC(=O)OCC (2-(4-Chlorophenyl)-3-carbethoxymethylaminoacrylaldehyde), C(CO)O (ethylene glycol). Run in O (water). The product is ClC1=CC=C(C=C1)C=1C=C(NC1)C(=O)OCCO (2-hydroxyethyl 4-(4-chlorophenyl)pyrrole-2-carboxylate). Reaction SMILES: [Cl:1][C:2]1[CH:7]=[CH:6][C:5]([C:8](=[CH:11][NH:12][CH2:13][C:14]([O:16][CH2:17][CH3:18])=[O:15])[CH:9]=O)=[CH:4][CH:3]=1.C(O)C[OH:21]>O>[Cl:1][C:2]1[CH:7]=[CH:6][C:5]([C:8]2[CH:9]=[C:13]([C:14]([O:16][CH2:17][CH2:18][OH:21])=[O:15])[NH:12][CH:11]=2)=[CH:4][CH:3]=1. Reported procedure: 2-(4-Chlorophenyl)-3-carbethoxymethylaminoacrylaldehyde (73.6 g.) was refluxed in 300 ml. of ethylene glycol for 10 minutes. The reaction mixture was cooled, diluted with 1 liter of water, product extracted into chloroform, treated with activated carbon and evaporated to solids. Trituration with ether gave crude product (8 g.). An additional quantity of crude product (7.5 g.) crystallized from the aqueous phase which had been standing. Recrystallization of the combined crude solids from chlorofo... Starting materials: CCO, CCOC(=O)c1c(S)nc2cc(Cl)c(F)cc2c1O, CC1(Cl)CCCCC1=O, [Na]. Yields the product CCOC(=O)c1c(SC2(C)CCCCC2=O)nc2cc(Cl)c(F)cc2c1O. As a reaction SMILES: [CH3:30][CH2:31][OH:32].[Cl:1][c:2]1[c:3]([F:19])[cH:4][c:5]2[c:6]([OH:18])[c:7]([C:13](=[O:14])[O:15][CH2:16][CH3:17])[c:8]([SH:12])[n:9][c:10]2[cH:11]1.[Cl:21][C:22]1([CH3:29])[C:23](=[O:28])[CH2:24][CH2:25][CH2:26][CH2:27]1.[Na:20]>>[Cl:1][c:2]1[c:3]([F:19])[cH:4][c:5]2[c:6]([OH:18])[c:7]([C:13](=[O:14])[O:15][CH2:16][CH3:17])[c:8]([S:12][C:22]3([CH3:29])[C:23](=[O:28])[CH2:24][CH2:25][CH2:26][CH2:27]3)[n:9][c:10]2[cH:11]1. Reactants: NC1=C(C(=O)NC2=CC=C(C=C2)OC)C=CC=C1OC (2-amino-N-(4-methoxy-phenyl)-3-methoxy-benzamide), ClCCOC1=CC=C(C=O)C=C1 (p-(2-chloro-ethoxy)-benzaldehyde), C(C)(=O)O (acetic acid). Solvent: C(C)O (ethanol). Yields the product ClCCOC1=CC=C(C=C1)C1NC2=C(C=CC=C2C(N1C1=CC=C(C=C1)OC)=O)OC (2-[4-(2-Chloro-ethoxy)-phenyl]-8-methoxy-3-(4-methoxy-phenyl)-2,3-dihydro-1H-quinazolin-4-one). Yield: 80.5%. Reaction SMILES: [NH2:1][C:2]1[C:18]([O:19][CH3:20])=[CH:17][CH:16]=[CH:15][C:3]=1[C:4]([NH:6][C:7]1[CH:12]=[CH:11][C:10]([O:13][CH3:14])=[CH:9][CH:8]=1)=[O:5].[Cl:21][CH2:22][CH2:23][O:24][C:25]1[CH:32]=[CH:31][C:28]([CH:29]=O)=[CH:27][CH:26]=1.C(O)(=O)C>C(O)C>[Cl:21][CH2:22][CH2:23][O:24][C:25]1[CH:32]=[CH:31][C:28]([CH:29]2[N:6]([C:7]3[CH:8]=[CH:9][C:10]([O:13][CH3:14])=[CH:11][CH:12]=3)[C:4](=[O:5])[C:3]3[C:2](=[C:18]([O:19][CH3:20])[CH:17]=[CH:16][CH:15]=3)[NH:1]2)=[CH:27][CH:26]=1. Procedure details: To a solution of 20.05 g (0.0736 mol) of 2-amino-N-(4-methoxy-phenyl)-3-methoxy-benzamide in 400 mL of ethanol was added 13.6 g (0.0736 mol) of p-(2-chloro-ethoxy)-benzaldehyde (Frinton Labs), and 10 mL of acetic acid. The reaction mixture was stirred and heated to a mild reflux overnight. After cooling to room temperature, the solvent was evaporated in a rotary evaporator. The residue was dissolved in 300 mL of ethyl acetate and washed with water (4×100 mL). The organic phase was removed, dried... Starting materials: Cl.CON (O-methylhydroxylamine hydrochloride), C(C1=CC=CC=C1)O[C@]1([C@H](O[C@@H]([C@H]1OCC1=CC=CC=C1)COCC1=CC=CC=C1)O)C ((2S,3R,4R,5R)-3,4-bis(benzyloxy)-5-((benzyloxy)methyl)-3-methyloxolan-2-ol), CO (methanol). Run at time 6 hour. Yield: 93.7%. The product is C(C1=CC=CC=C1)OC[C@H]([C@H]([C@](C)(C=NOC)OCC1=CC=CC=C1)OCC1=CC=CC=C1)O ((2R,3R,4S)-1,3,4-tris(benzyloxy)-4-((methoxyimino)methyl)pentan-2-ol). Reported procedure: 0.69 g of O-methylhydroxylamine hydrochloride was added to a mixture of 2.0 g of (2S,3R,4R,5R)-3,4-bis(benzyloxy)-5-((benzyloxy)methyl)-3-methyloxolan-2-ol and 10 mL of methanol, and thereafter, 0.56 g of triethylamine was added dropwise to the mixture. The obtained mixture was stirred at room temperature for 6 hours. Thereafter, the solvent was distilled away under reduced pressure, and 20 mL of ethyl acetate and 20 mL of water were then added to the obtained residue. The organic layer was frac... Solvent: C(C)N(CC)CC (triethylamine). Reaction SMILES: Cl.[CH3:2][O:3][NH2:4].[CH2:5]([O:12][C@:13]1([CH3:36])[C@H:17]([O:18][CH2:19][C:20]2[CH:25]=[CH:24][CH:23]=[CH:22][CH:21]=2)[C@@H:16]([CH2:26][O:27][CH2:28][C:29]2[CH:34]=[CH:33][CH:32]=[CH:31][CH:30]=2)[O:15][C@@H:14]1O)[C:6]1[CH:11]=[CH:10][CH:9]=[CH:8][CH:7]=1.CO>C(N(CC)CC)C>[CH2:28]([O:27][CH2:26][C@@H:16]([OH:15])[C@@H:17]([O:18][CH2:19][C:20]1[CH:21]=[CH:22][CH:23]=[CH:24][CH:25]=1)[C@@:13]([O:12][CH2:5][C:6]1[CH:11]=[CH:10][CH:9]=[CH:8][CH:7]=1)([CH:36]=[N:4][O:3][CH3:2])[CH3:14])[C:29]1[CH:34]=[CH:33][CH:32]=[CH:31][CH:30]=1 |f:0.1|. Starting materials: Cc1ncc[nH]1, CN(C)C=O, ClCCl, Cc1ccccc1-c1cc(CO)ncc1C(=O)N(C)Cc1cc(C(F)(F)F)cc(C(F)(F)F)c1, [H-], [Na+]. The product is Cc1ccccc1-c1cc(Cn2ccnc2C)ncc1C(=O)N(C)Cc1cc(C(F)(F)F)cc(C(F)(F)F)c1. As a reaction SMILES: [CH3:40][c:41]1[nH:42][cH:43][cH:44][n:45]1.[CH3:46][N:47]([CH3:48])[CH:49]=[O:50].[Cl:35][CH2:36][Cl:37].[F:1][C:2]([c:3]1[cH:4][c:5]([CH2:6][N:7]([C:8]([c:9]2[cH:10][n:11][c:12]([CH2:22][OH:23])[cH:13][c:14]2-[c:15]2[c:16]([CH3:21])[cH:17][cH:18][cH:19][cH:20]2)=[O:24])[CH3:25])[cH:26][c:27]([C:29]([F:30])([F:31])[F:32])[cH:28]1)([F:33])[F:34].[H-:38].[Na+:39]>>[F:1][C:2]([c:3]1[cH:4][c:5]([CH2:6][N:7]([C:8]([c:9]2[cH:10][n:11][c:12]([CH2:22][n:42]3[c:41]([CH3:40])[n:45][cH:44][cH:43]3)[cH:13][c:14]2-[c:15]2[c:16]([CH3:21])[cH:17][cH:18][cH:19][cH:20]2)=[O:24])[CH3:25])[cH:26][c:27]([C:29]([F:30])([F:31])[F:32])[cH:28]1)([F:33])[F:34].